This data is from the Open Reaction Database (ORD), a public repository of structured organic reaction records. The task is: describe an organic reaction: reactants, conditions, products, and yield Reactants: CCOCC (ether), C(C)(C)(C)C1=C(O)C(=CC(=C1)O)C (2-T-BUTYL-6-METHYLHYDROQUINONE), C(CCCCCCCCCCCCCCCCC)(=O)Cl (stearoyl chloride), N1=CC=CC=C1 (PYRIDINE). Run in C1=CC=CC=C1 (benzene), O (water), C1=CC=CC=C1 (BENZENE). Reaction conditions: temperature 45 celsius, time 3 hour. The product is C(CCCCCCCCCCCCCCCCC)(=O)OC1=CC(=C(C(=C1)C)O)C(C)(C)C (3-t-butyl-4-hydroxy-5-methylphenyl stearate). RXN SMILES: [C:1]([C:5]1[CH:11]=[C:10]([OH:12])[CH:9]=[C:8]([CH3:13])[C:6]=1[OH:7])([CH3:4])([CH3:3])[CH3:2].N1C=CC=CC=1.[C:20](Cl)(=[O:38])[CH2:21][CH2:22][CH2:23][CH2:24][CH2:25][CH2:26][CH2:27][CH2:28][CH2:29][CH2:30][CH2:31][CH2:32][CH2:33][CH2:34][CH2:35][CH2:36][CH3:37].CCOCC>C1C=CC=CC=1.O>[C:20]([O:12][C:10]1[CH:9]=[C:8]([CH3:13])[C:6]([OH:7])=[C:5]([C:1]([CH3:4])([CH3:3])[CH3:2])[CH:11]=1)(=[O:38])[CH2:21][CH2:22][CH2:23][CH2:24][CH2:25][CH2:26][CH2:27][CH2:28][CH2:29][CH2:30][CH2:31][CH2:32][CH2:33][CH2:34][CH2:35][CH2:36][CH3:37]. Procedure details: 6.5 G OF 2-T-BUTYL-6-METHYLHYDROQUINONE ARE DISSOLVED IN 65 ML OF BENZENE UNDER NITROGEN AND 2.85 G OF PYRIDINE ARE ADDED. The solution is warmed to 45°C and 10.9 g of stearoyl chloride added. The reaction mixture is maintained at 45°-50°C while stirring for about 3 hours and then cooled to room temperature. 25 ml of benzene, 30 ml of ether and 50 ml of water are added and the mixture shaken in a separatory funnel. The benzene ether layer is then washed twice wth 30 ml portions of water and then... Yields the product BrCC1=CC=CC=2N=C(OC21)C#N (7-bromomethyl-2-cyanobenzoxazole). As a reaction SMILES: C(C1OC2C=C(C[Br:13])C=CC=2N=1)#N.[C:14]([C:16]1[O:17][C:18]2[C:24]([CH3:25])=[CH:23][CH:22]=[CH:21][C:19]=2[N:20]=1)#[N:15]>>[Br:13][CH2:25][C:24]1[C:18]2[O:17][C:16]([C:14]#[N:15])=[N:20][C:19]=2[CH:21]=[CH:22][CH:23]=1. Procedure: When the 2-cyano-6-bromomethylbenzoxazole in Example 10, Step 2 is replaced with 2-cyano-7-methylbenzoxazole, 7-bromomethyl-2-cyanobenzoxazole is obtained. The reactants are C(#N)C=1OC2=C(N1)C=CC(=C2)CBr (2-cyano-6-bromomethylbenzoxazole), C(#N)C=1OC2=C(N1)C=CC=C2C (2-cyano-7-methylbenzoxazole). Reactants: O (water), Cl.CN(CCCCl)C (3-(Dimethylamino)propyl chloride hydrochloride), BrC1=CC=C(C=C1)S (4-bromothiophenol), C([O-])([O-])=O.[K+].[K+] (potassium carbonate). Solvent: CN(C)C=O (DMF). Conditions: temperature 60 celsius. The product is CN(C)CCCSC1=CC=C(C=C1)Br (1-[3-(N,N-Dimethylamino)propylthio]-4-bromobenzene). The yield is 95.7%. As a reaction SMILES: Cl.[CH3:2][N:3]([CH3:8])[CH2:4][CH2:5][CH2:6]Cl.[Br:9][C:10]1[CH:15]=[CH:14][C:13]([SH:16])=[CH:12][CH:11]=1.C(=O)([O-])[O-].[K+].[K+].O>CN(C=O)C>[CH3:2][N:3]([CH2:4][CH2:5][CH2:6][S:16][C:13]1[CH:14]=[CH:15][C:10]([Br:9])=[CH:11][CH:12]=1)[CH3:8] |f:0.1,3.4.5|. Procedure details: 3-(Dimethylamino)propyl chloride hydrochloride (3.48 g, 22 mmol) was added in portions to a suspension of 4-bromothiophenol (3.78 g, 20 mmol) and potassium carbonate (5.52 g, 40 mmol) in DMF (40 ml) and the reaction mixture heated to 60° C. for 15 minutes. The mixture was allowed to cool to ambient temperature and poured into water (100 ml) and extracted with EtOAc (2×100 ml). The extracts were combined, washed with brine (3×100 ml), dried (Chemelut column 1010) and evaporated to give the title ... The reactants are C(CCC)C1=NC2=C(N1CC1=CC=C(C=C1)C=1C(=CC=CC1)C(=O)OC(C)(C)C)C=C(C=C2C)C2=NC1=C(N2C)C=CC=C1 (tert.-butyl 4'-[[2-n-butyl-4-methyl-6-(1-methylbenzimidazol-2-yl)-benzimidazol-1-yl]-methyl]-biphenyl-2-carboxylate), FC(C(=O)O)(F)F (trifluoroacetic acid). Run in C(Cl)Cl (methylene chloride). Product: C(CCC)C1=NC2=C(N1CC1=CC=C(C=C1)C=1C(=CC=CC1)C(=O)O)C=C(C=C2C)C2=NC1=C(N2C)C=CC=C1 (4'-[[2-n-Butyl-4-methyl-6-(1-methylbenzimidazol-2-yl)-benzimidazol-1-yl]-methyl]-biphenyl-2-carboxylic acid). As a reaction SMILES: [CH2:1]([C:5]1[N:9]([CH2:10][C:11]2[CH:16]=[CH:15][C:14]([C:17]3[C:18]([C:23]([O:25]C(C)(C)C)=[O:24])=[CH:19][CH:20]=[CH:21][CH:22]=3)=[CH:13][CH:12]=2)[C:8]2[CH:30]=[C:31]([C:35]3[N:39]([CH3:40])[C:38]4[CH:41]=[CH:42][CH:43]=[CH:44][C:37]=4[N:36]=3)[CH:32]=[C:33]([CH3:34])[C:7]=2[N:6]=1)[CH2:2][CH2:3][CH3:4].FC(F)(F)C(O)=O>C(Cl)Cl>[CH2:1]([C:5]1[N:9]([CH2:10][C:11]2[CH:12]=[CH:13][C:14]([C:17]3[C:18]([C:23]([OH:25])=[O:24])=[CH:19][CH:20]=[CH:21][CH:22]=3)=[CH:15][CH:16]=2)[C:8]2[CH:30]=[C:31]([C:35]3[N:39]([CH3:40])[C:38]4[CH:41]=[CH:42][CH:43]=[CH:44][C:37]=4[N:36]=3)[CH:32]=[C:33]([CH3:34])[C:7]=2[N:6]=1)[CH2:2][CH2:3][CH3:4]. Procedure details: Prepared analogously to Example 1 from tert.-butyl 4'-[[2-n-butyl-4-methyl-6-(1-methylbenzimidazol-2-yl)-benzimidazol-1-yl]-methyl]-biphenyl-2-carboxylate and trifluoroacetic acid in methylene chloride. Starting materials: OS(=O)(=O)C(F)(F)F.NC1=CC=CC=2SC3=C(C21)C=CC=C3 (aminodibenzothiophene triflate), C(C)(=O)OC(C)=O (acetic anhydride). Run in O (water), N1=CC=CC=C1 (pyridine). Reaction conditions: time 12 hour. The product is OS(=O)(=O)C(F)(F)F.C(C)(=O)NC1=CC=CC=2SC3=C(C21)C=CC=C3 (1-acetylaminodibenzothiophene triflate). Reaction SMILES: [OH:1][S:2]([C:5]([F:8])([F:7])[F:6])(=[O:4])=[O:3].[NH2:9][C:10]1[C:18]2[C:17]3[CH:19]=[CH:20][CH:21]=[CH:22][C:16]=3[S:15][C:14]=2[CH:13]=[CH:12][CH:11]=1.[C:23](OC(=O)C)(=[O:25])[CH3:24]>N1C=CC=CC=1.O>[OH:4][S:2]([C:5]([F:8])([F:7])[F:6])(=[O:3])=[O:1].[C:23]([NH:9][C:10]1[C:18]2[C:17]3[CH:19]=[CH:20][CH:21]=[CH:22][C:16]=3[S:15][C:14]=2[CH:13]=[CH:12][CH:11]=1)(=[O:25])[CH3:24] |f:0.1,5.6|. Procedure details: To a solution of the aminodibenzothiophene triflate (200 mg, 0.58 mmol) in pyridine (4.0 ml), was added acetic anhydride (0.29 ml, 2.88 mmol) dropwise. The reaction mixture was stirred at room temperature for 12 hours, diluted with water (20 ml), and extracted with ethyl acetate (3×10 ml). The combined organic layers were washed successively with water (2×20 ml), saturated aqueous sodium bicarbonate solution (1×20 ml) and brine (1×20 ml), dried (Na2SO4) and evaporated in vacuo. The residual soli... RXN SMILES: [C:1]([Li:2])([CH3:3])([CH3:4])[CH3:5].[CH3:29][CH2:30][CH2:31][CH2:32][CH3:33].[O:6]1[CH:7]2[CH:8]1[C:9]1([CH2:10][CH3:11])[CH:12]([CH2:13]2)[CH:14]2[CH2:15][CH2:16][c:17]3[cH:18][c:19]([O:26][CH3:27])[cH:20][cH:21][c:22]3[CH:23]2[CH2:24][CH2:25]1.[OH2:28]>>[OH:6][CH:8]1[CH:7]=[CH:13][CH:12]2[C:9]1([CH2:10][CH3:11])[CH2:25][CH2:24][CH:23]1[CH:14]2[CH2:15][CH2:16][c:17]2[cH:18][c:19]([O:26][CH3:27])[cH:20][cH:21][c:22]21. The reactants are [Li]C(C)(C)C, CCCCC, CCC12CCC3c4ccc(OC)cc4CCC3C1CC1OC12, O. Product: CCC12CCC3c4ccc(OC)cc4CCC3C1C=CC2O. The reactants are FC1=C(C(=C(C=C1)[C@@H](C[C@@](C=O)(C(F)(F)F)O)CC)OC)C ((2R,4R)-4-(4-fluoro-2-methoxy-3-methylphenyl)-2-hydroxy-2-(trifluoromethyl)hexanal), NC1=C2C=NC(=NC2=CC(=C1)F)C (5-amino-7-fluoro-2-methylquinazoline). The reagents and catalysts are CC(C)([O-])C.[Ti+4].CC(C)([O-])C.CC(C)([O-])C.CC(C)([O-])C (titanium tert-butoxide). Product: FC1=C(C(=C(C=C1)[C@@H](C[C@](C=NC1=C2C=NC(=NC2=CC(=C1)F)C)(O)C(F)(F)F)CC)OC)C ((2R,4R)-4-(4-fluoro-2-methoxy-3-methylphenyl)-1-[(7-fluoro-2-methylquinazolin-5-yl)imino]-2-(trifluoromethyl)hexan-2-ol). RXN SMILES: [F:1][C:2]1[CH:7]=[CH:6][C:5]([C@H:8]([CH2:18][CH3:19])[CH2:9][C@:10]([OH:17])([C:13]([F:16])([F:15])[F:14])[CH:11]=O)=[C:4]([O:20][CH3:21])[C:3]=1[CH3:22].[NH2:23][C:24]1[CH:33]=[C:32]([F:34])[CH:31]=[C:30]2[C:25]=1[CH:26]=[N:27][C:28]([CH3:35])=[N:29]2>CC(C)([O-])C.[Ti+4].CC(C)([O-])C.CC(C)([O-])C.CC(C)([O-])C>[F:1][C:2]1[CH:7]=[CH:6][C:5]([C@H:8]([CH2:18][CH3:19])[CH2:9][C@@:10]([C:13]([F:14])([F:15])[F:16])([OH:17])[CH:11]=[N:23][C:24]2[CH:33]=[C:32]([F:34])[CH:31]=[C:30]3[C:25]=2[CH:26]=[N:27][C:28]([CH3:35])=[N:29]3)=[C:4]([O:20][CH3:21])[C:3]=1[CH3:22] |f:2.3.4.5.6|. Procedure details: In the same way as in Example 130, 300 mg (0.93 mmol) of (2R,4R)-4-(4-fluoro-2-methoxy-3-methylphenyl)-2-hydroxy-2-(trifluoromethyl)hexanal, 183 mg (1.03 mmol) of 5-amino-7-fluoro-2-methylquinazoline and 0.58 ml (1.86 mmol) of titanium tert-butoxide is reacted to give 5-{[(2R,4R)-4-(4-fluoro-2-methoxy-3-methylphenyl)-1-[(7-fluoro-2-methylquinazolin-5-yl)imino]-2-(trifluoromethyl)hexan-2-ol. 460 mg of crude imine are cyclized in the same way as in Example 130 at −30° C. with 7.6 ml (7.6 mmol) of ... Reactants: C=CC(=O)Cl, CCCC(N)C(OCC)OCC, C=CC(=O)NC(CC)C(OCC)OCC, ClCCl, [Na+], [OH-]. Yields the product C=CC(=O)NC(CCC)C(OCC)OCC. Reaction SMILES: [C:13]([CH:14]=[CH2:15])(=[O:16])[Cl:17].[CH2:1]([CH3:2])[O:3][CH:4]([CH:5]([CH2:6][CH2:7][CH3:8])[NH2:9])[O:10][CH2:11][CH3:12].[CH2:20]([O:21][CH:22]([O:23][CH2:24][CH3:25])[CH:26]([NH:27][C:28](=[O:29])[CH:30]=[CH2:31])[CH2:32][CH3:33])[CH3:34].[Cl:35][CH2:36][Cl:37].[Na+:19].[OH-:18]>>[CH2:1]([CH3:2])[O:3][CH:4]([CH:5]([CH2:6][CH2:7][CH3:8])[NH:9][C:13]([CH:14]=[CH2:15])=[O:16])[O:10][CH2:11][CH3:12].